Dataset: the Open Reaction Database (ORD), a public repository of structured organic reaction records. Task: describe an organic reaction: reactants, conditions, products, and yield The solvent is C1CCOC1 (THF). Conditions: time 16 hour. Reported procedure: NaHMDS (65.7 mL, 1M in THF) was added into the solution of 4,6-dichloro-2-(methylthio)pyrimidine (6.4 g) and methyl 4-aminobenzoate (5 g) in THF (200 mL). The reaction was stirred at room temperature for 16 hours, before being quenched by water. The aqueous layer was extracted with EtOAc (3×200 mL). The combined organic phase was dried over MgSO4 and concentrated under vacuum to give the crude product, methyl 6-(6-chloro-2-(methylthio)pyrimidin-4-ylamino)nicotinate, which was used in the next st... As a reaction SMILES: C[Si]([N-:5][Si](C)(C)C)(C)C.[Na+].Cl[C:12]1[CH:17]=[C:16]([Cl:18])[N:15]=[C:14]([S:19][CH3:20])[N:13]=1.[NH2:21][C:22]1C=[CH:30][C:25]([C:26]([O:28][CH3:29])=[O:27])=[CH:24][CH:23]=1>C1COCC1>[Cl:18][C:16]1[N:15]=[C:14]([S:19][CH3:20])[N:13]=[C:12]([NH:5][C:22]2[CH:23]=[CH:24][C:25]([C:26]([O:28][CH3:29])=[O:27])=[CH:30][N:21]=2)[CH:17]=1 |f:0.1|. Starting materials: C[Si](C)(C)[N-][Si](C)(C)C.[Na+] (NaHMDS), ClC1=NC(=NC(=C1)Cl)SC (4,6-dichloro-2-(methylthio)pyrimidine), NC1=CC=C(C(=O)OC)C=C1 (methyl 4-aminobenzoate). Product: crude product, ClC1=CC(=NC(=N1)SC)NC1=NC=C(C(=O)OC)C=C1 (methyl 6-(6-chloro-2-(methylthio)pyrimidin-4-ylamino)nicotinate). Starting materials: C(C1=CC=CC=C1)N1CCN(CC1)C([C@H](CC1=CC=CC=C1)NCC1=CC=C(C=C1)CCCCC)=O (1-(4-benzyl-piperazin-1-yl)-(S)-2-(4-pentyl-benzylamino)-3-phenyl-propan-1-one), O (water), FC(C1=CC=C(/C=C/C(=O)O)C=C1)(F)F (trans-4-trifluoromethyl-cinnamic acid), 1-chloro-N,N-2-trimethylpropenyl amine. The solvent is ClCCl (dichloromethane), CCN(C(C)C)C(C)C (Hünig's base), ClCCl (dichloromethane). Reaction conditions: time 1 hour. Yields the product C(C1=CC=CC=C1)[C@@H](C(=O)N1CCN(CC1)CC1=CC=CC=C1)N(C(C=CC1=CC=C(C=C1)C(F)(F)F)=O)CC1=CC=C(C=C1)CCCCC (N—[(S)-1-benzyl-2-(4-benzyl-piperazin-1-yl)-2-oxo-ethyl]-N-(4-pentyl-benzyl)-3-(4-trifluoromethyl-phenyl)-acrylamide). The yield is 58.8%. Reaction SMILES: [F:1][C:2]([F:15])([F:14])[C:3]1[CH:13]=[CH:12][C:6](/[CH:7]=[CH:8]/[C:9]([OH:11])=O)=[CH:5][CH:4]=1.[CH2:16]([N:23]1[CH2:28][CH2:27][N:26]([C:29](=[O:51])[C@@H:30]([NH:38][CH2:39][C:40]2[CH:45]=[CH:44][C:43]([CH2:46][CH2:47][CH2:48][CH2:49][CH3:50])=[CH:42][CH:41]=2)[CH2:31][C:32]2[CH:37]=[CH:36][CH:35]=[CH:34][CH:33]=2)[CH2:25][CH2:24]1)[C:17]1[CH:22]=[CH:21][CH:20]=[CH:19][CH:18]=1.O>ClCCl.CCN(C(C)C)C(C)C>[CH2:31]([C@H:30]([N:38]([CH2:39][C:40]1[CH:41]=[CH:42][C:43]([CH2:46][CH2:47][CH2:48][CH2:49][CH3:50])=[CH:44][CH:45]=1)[C:9](=[O:11])[CH:8]=[CH:7][C:6]1[CH:5]=[CH:4][C:3]([C:2]([F:1])([F:15])[F:14])=[CH:13][CH:12]=1)[C:29]([N:26]1[CH2:25][CH2:24][N:23]([CH2:16][C:17]2[CH:22]=[CH:21][CH:20]=[CH:19][CH:18]=2)[CH2:28][CH2:27]1)=[O:51])[C:32]1[CH:33]=[CH:34][CH:35]=[CH:36][CH:37]=1. Reported procedure: In an inert atmosphere, trans-4-trifluoromethyl-cinnamic acid (21.4 mg, 0.099 mmol) was dissolved in 2 mL dichloromethane followed by the addition of 1-chloro-N,N-2-trimethylpropenyl amine (16.4 μl, 0.122 mmol). Stirring was continued at rt for 1 h. This solution was then added to a solution of 1-(4-benzyl-piperazin-1-yl)-(S)-2-(4-pentyl-benzylamino)-3-phenyl-propan-1-one (43.5 mg, 0.09 mmol) in dichloromethane (1 mL) and Hünig's base (39 μl). The resulting mixture was stirred for 1 h at rt, fol...